Task: describe an organic reaction: reactants, conditions, products, and yield. Dataset: the Open Reaction Database (ORD), a public repository of structured organic reaction records Reactants: C1COCCO1, CCOC(C)=O, CC(COC(=O)N(C)C)NC(=O)OC(C)(C)C, Cl. Yields the product CC(N)COC(=O)N(C)C, Cl. Reaction SMILES: [CH2:25]1[O:26][CH2:27][CH2:28][O:29][CH2:30]1.[CH3:19][CH2:20][O:21][C:22]([CH3:23])=[O:24].[CH3:1][N:2]([C:3]([O:4][CH2:5][CH:6]([CH3:7])[NH:8][C:9]([O:10][C:11]([CH3:12])([CH3:13])[CH3:14])=[O:15])=[O:16])[CH3:17].[ClH:18]>>[CH3:1][N:2]([C:3]([O:4][CH2:5][CH:6]([CH3:7])[NH2:8])=[O:16])[CH3:17].[ClH:18]. Reactants: C[C@H]1CNS(C1)(=O)=O ((S)-4-methylisothiazolidine 1,1-dioxide), C1(CC1)C=1C=C(C(=NC1)N1CCN(CC1)C(=O)C1=CC=C(C=C1)I)C ([4-(5-cyclopropyl-3-methylpyridin-2-yl)piperazin-1-yl](4-iodophenyl)methanone). Yields the product C1(CC1)C=1C=C(C(=NC1)N1CCN(CC1)C(=O)C1=CC=C(C=C1)N1S(C[C@H](C1)C)(=O)=O)C ((S)-[4-(5-cyclopropyl-3-methylpyridin-2-yl)piperazin-1-yl][4-(4-methyl-1,1-dioxo-1λ6-isothiazolidin-2-yl)phenyl]methanone). The yield is 40.0%. RXN SMILES: [CH3:1][C@@H:2]1[CH2:6][S:5](=[O:8])(=[O:7])[NH:4][CH2:3]1.[CH:9]1([C:12]2[CH:13]=[C:14]([CH3:33])[C:15]([N:18]3[CH2:23][CH2:22][N:21]([C:24]([C:26]4[CH:31]=[CH:30][C:29](I)=[CH:28][CH:27]=4)=[O:25])[CH2:20][CH2:19]3)=[N:16][CH:17]=2)[CH2:11][CH2:10]1>>[CH:9]1([C:12]2[CH:13]=[C:14]([CH3:33])[C:15]([N:18]3[CH2:23][CH2:22][N:21]([C:24]([C:26]4[CH:31]=[CH:30][C:29]([N:4]5[CH2:3][C@H:2]([CH3:1])[CH2:6][S:5]5(=[O:8])=[O:7])=[CH:28][CH:27]=4)=[O:25])[CH2:20][CH2:19]3)=[N:16][CH:17]=2)[CH2:10][CH2:11]1. Procedure: Using (S)-4-methylisothiazolidine 1,1-dioxide (240 mg) described in Preparation Example 4 and [4-(5-cyclopropyl-3-methylpyridin-2-yl)piperazin-1-yl](4-iodophenyl)methanone (650 mg) described in Preparation Example 117 and by the reaction and treatment in the same manner as in Example 1, the title compound (264 mg) was obtained. Reactants: CCOC(=O)C(CC1CCCC1)c1ccc(S(C)(=O)=O)c(Cl)c1, COC(=O)C(CC1CCCC1)c1ccc(S(C)(=O)=O)c(Cl)c1, CNC(N)=O, CO, C[O-], C[O-], [Mg+2]. Yields the product CNC(=O)NC(=O)C(CC1CCCC1)c1ccc(S(C)(=O)=O)c(Cl)c1. Reaction SMILES: [CH2:23]([O:24][C:25](=[O:26])[CH:27]([c:28]1[cH:29][cH:30][c:31]([S:32]([CH3:33])(=[O:34])=[O:35])[c:36]([Cl:37])[cH:38]1)[CH2:39][CH:40]1[CH2:41][CH2:42][CH2:43][CH2:44]1)[CH3:45].[CH3:1][O:2][C:3]([CH:4]([CH2:5][CH:6]1[CH2:7][CH2:8][CH2:9][CH2:10]1)[c:11]1[cH:12][c:13]([Cl:21])[c:14]([S:17](=[O:18])(=[O:19])[CH3:20])[cH:15][cH:16]1)=[O:22].[CH3:46][NH:47][C:48](=[O:49])[NH2:50].[CH3:51][OH:52].[CH3:53][O-:54].[CH3:56][O-:57].[Mg+2:55]>>[C:3]([CH:4]([CH2:5][CH:6]1[CH2:7][CH2:8][CH2:9][CH2:10]1)[c:11]1[cH:12][c:13]([Cl:21])[c:14]([S:17](=[O:18])(=[O:19])[CH3:20])[cH:15][cH:16]1)(=[O:22])[NH:50][C:48]([NH:47][CH3:46])=[O:49]. Starting materials: ClC1=CC=C(C=N1)S(=O)(=O)Cl (6-chloropyridine-3-sulfonyl chloride), CC(C)N(S(=O)(=O)C)C[C@H]1CN(CCN1C1=NC=C(C=N1)C(C(F)(F)F)(C(F)(F)F)O)C(=O)OC(C)(C)C (tert-butyl (3R)-3-(((1-methylethyl)(methylsulfonyl)amino)methyl)-4-(5-(2,2,2-trifluoro-1-hydroxy-1-(trifluoromethyl)ethyl)-2-pyrimidinyl)-1-piperazinecarboxylate), C(=O)(C(F)(F)F)O (TFA), TEA. Solvent: C(Cl)Cl (CH2Cl2). Reaction conditions: time 30 minute. Product: ClC1=CC=C(C=N1)S(=O)(=O)N1C[C@@H](N(CC1)C1=NC=C(C=N1)C(C(F)(F)F)(C(F)(F)F)O)CN(S(=O)(=O)C)C(C)C (N-(((2R)-4-((6-chloro-3-pyridinyl)sulfonyl)-1-(5-(2,2,2-trifluoro-1-hydroxy-1-(trifluoromethyl)ethyl)-2-pyrimidinyl)-2-piperazinyl)methyl)-N-(1-methylethyl)methanesulfonamide). Yield: 96.1%. Reaction SMILES: [CH3:1][CH:2]([N:4]([CH2:9][C@@H:10]1[N:15]([C:16]2[N:21]=[CH:20][C:19]([C:22]([OH:31])([C:27]([F:30])([F:29])[F:28])[C:23]([F:26])([F:25])[F:24])=[CH:18][N:17]=2)[CH2:14][CH2:13][N:12](C(OC(C)(C)C)=O)[CH2:11]1)[S:5]([CH3:8])(=[O:7])=[O:6])[CH3:3].C(O)(C(F)(F)F)=O.[Cl:46][C:47]1[N:52]=[CH:51][C:50]([S:53](Cl)(=[O:55])=[O:54])=[CH:49][CH:48]=1>C(Cl)Cl>[Cl:46][C:47]1[N:52]=[CH:51][C:50]([S:53]([N:12]2[CH2:13][CH2:14][N:15]([C:16]3[N:17]=[CH:18][C:19]([C:22]([OH:31])([C:23]([F:25])([F:26])[F:24])[C:27]([F:29])([F:30])[F:28])=[CH:20][N:21]=3)[C@@H:10]([CH2:9][N:4]([CH:2]([CH3:3])[CH3:1])[S:5]([CH3:8])(=[O:6])=[O:7])[CH2:11]2)(=[O:55])=[O:54])=[CH:49][CH:48]=1. Procedure: A 5-mL vial was charged with tert-butyl (3R)-3-(((1-methylethyl)(methylsulfonyl)amino)methyl)-4-(5-(2,2,2-trifluoro-1-hydroxy-1-(trifluoromethyl)ethyl)-2-pyrimidinyl)-1-piperazinecarboxylate (0.150 g, 0.259 mmol, step 2), TFA (1.0 mL, 13 mmol) and CH2Cl2 (2 mL). The reaction mixture was stirred at room temperature for 30 min and then the volatiles were removed in vacuo. To the resulting residue was added CH2Cl2 (2 mL) followed by TEA (0.40 mL, 2.9 mmol). The mixture was stirred at room temperatu... The reactants are ClCCl, O=C(OO)c1cccc(Cl)c1, CSc1nc2ccccn2c(=N)c1S(=O)(=O)c1ccccc1. Yields the product CS(=O)c1nc2ccccn2c(=N)c1S(=O)(=O)c1ccccc1. Reaction SMILES: [CH2:34]([Cl:35])[Cl:36].[OH:23][O:24][C:25]([c:26]1[cH:27][c:28]([Cl:29])[cH:30][cH:31][cH:32]1)=[O:33].[c:1]1([S:7](=[O:8])(=[O:9])[c:10]2[c:11]([S:21][CH3:22])[n:12][c:13]3[n:14]([c:15]2=[NH:16])[cH:17][cH:18][cH:19][cH:20]3)[cH:2][cH:3][cH:4][cH:5][cH:6]1>>[c:1]1([S:7](=[O:8])(=[O:9])[c:10]2[c:11]([S:21]([CH3:22])=[O:23])[n:12][c:13]3[n:14]([c:15]2=[NH:16])[cH:17][cH:18][cH:19][cH:20]3)[cH:2][cH:3][cH:4][cH:5][cH:6]1. The reactants are C(C)C1=CC=C(CNC2=CC3=C(N=CN3)C=C2)C=C1 (N-(4-ethylbenzyl)benzimidazol-5-amine), FC1=C(CBr)C(=C(C(=C1F)C)F)F (2,3,5,6-tetrafluoro-4-methylbenzylbromide), C(=O)([O-])[O-].[K+].[K+] (K2CO3). Product: FC1=C(CN(C2=CC3=C(NC=N3)C=C2)CC2=CC=C(C=C2)CC)C(=C(C(=C1F)C)F)F (N-(2,3,5,6-Tetrafluoro-4-methylbenzyl)-N-(4-ethylbenzyl)-1H-benzo[d]imidazol-5-amine). RXN SMILES: [CH2:1]([C:3]1[CH:19]=[CH:18][C:6]([CH2:7][NH:8][C:9]2[CH:17]=[CH:16][C:12]3[N:13]=[CH:14][NH:15][C:11]=3[CH:10]=2)=[CH:5][CH:4]=1)[CH3:2].[F:20][C:21]1[C:28]([F:29])=[C:27]([CH3:30])[C:26]([F:31])=[C:25]([F:32])[C:22]=1[CH2:23]Br.C([O-])([O-])=O.[K+].[K+]>>[F:20][C:21]1[C:28]([F:29])=[C:27]([CH3:30])[C:26]([F:31])=[C:25]([F:32])[C:22]=1[CH2:23][N:8]([CH2:7][C:6]1[CH:18]=[CH:19][C:3]([CH2:1][CH3:2])=[CH:4][CH:5]=1)[C:9]1[CH:17]=[CH:16][C:12]2[NH:13][CH:14]=[N:15][C:11]=2[CH:10]=1 |f:2.3.4|. Reported procedure: The compound was synthesized starting from N-(4-ethylbenzyl)benzimidazol-5-amine (251 mg; 1 mmol; 1 eq.), 2,3,5,6-tetrafluoro-4-methylbenzylbromide (283 mg; 1.1 mmol; 1.1 eq.) and K2CO3 (152 mg; 1.1 mmol; 1.1 eq.) according to method 6; Yield: 0.051 g (11.9%); MS m/z: 428.4 [M+H]+; 1H-NMR (500 MHz, DMSO d6): δ 1.11 (t, 3H, 3J=7.6 Hz); 2.18 (s, 3H); 2.50-2.54 (m, 2H); 4.47 (s, 2H); 4.70 (s, 2H); 6.87-6.91 (m, 2H); 7.07 (d, 2H, 3J=7.9 Hz); 7.14 (d, 2H, 3J=7.9 Hz); 7.37 (d, 1H, 3J=8.9 Hz), 7.96 (s,... Starting materials: resultant mixture, C(CCl)Cl (EDC), C=1C=CC2=C(C1)N=NN2O (HOBt), NC1=NN=NN1 (5-amino-1H-tetrazole), resultant mixture, CCN(C(C)C)C(C)C (DIEA), ClC=1C=C2C=C(N(C2=CC1)CC1=CC=C(C=C1)C(F)(F)F)C(=O)C(CC1=CC=C(C(=O)OC)C=C1)CCC (Methyl 4-[(2RS)-2-({5-chloro-1-[4-(trifluoromethyl)benzyl]-1H-indol-2-yl}carbonyl)pentyl]benzoate), [Li+].[OH-] (LiOH). Solvent: CN(C)C=O (DMF), O1CCOCC1 (1,4-dioxane), O (H2O). Run at time 2 hour. Yields the product C(=O)(C(F)(F)F)O (TFA), ClC=1C=C2C=C(N(C2=CC1)CC1=CC=C(C=C1)C(F)(F)F)C(=O)C(CC1=CC=C(C(=O)NC2=NN=NN2)C=C1)CCC (4-[(2RS)-2-({5-Chloro-1-[4-(trifluoromethyl)benzyl]-1H-indol-2-yl}carbonyl)pentyl]-N-1H-tetrazol-5-ylbenzamide). As a reaction SMILES: [Cl:1][C:2]1[CH:3]=[C:4]2[C:8](=[CH:9][CH:10]=1)[N:7]([CH2:11][C:12]1[CH:17]=[CH:16][C:15]([C:18]([F:21])([F:20])[F:19])=[CH:14][CH:13]=1)[C:6]([C:22]([CH:24]([CH2:36][CH2:37][CH3:38])[CH2:25][C:26]1[CH:35]=[CH:34][C:29]([C:30]([O:32]C)=O)=[CH:28][CH:27]=1)=[O:23])=[CH:5]2.[Li+].[OH-:40].C(Cl)CCl.C1C=CC2N([OH:54])N=NC=2C=1.[NH2:55][C:56]1[NH:60][N:59]=[N:58][N:57]=1.CCN(C(C)C)C(C)C>O1CCOCC1.O.CN(C=O)C>[C:15]([OH:54])([C:18]([F:21])([F:20])[F:19])=[O:40].[Cl:1][C:2]1[CH:3]=[C:4]2[C:8](=[CH:9][CH:10]=1)[N:7]([CH2:11][C:12]1[CH:17]=[CH:16][C:15]([C:18]([F:21])([F:20])[F:19])=[CH:14][CH:13]=1)[C:6]([C:22]([CH:24]([CH2:36][CH2:37][CH3:38])[CH2:25][C:26]1[CH:27]=[CH:28][C:29]([C:30]([NH:55][C:56]3[NH:60][N:59]=[N:58][N:57]=3)=[O:32])=[CH:34][CH:35]=1)=[O:23])=[CH:5]2 |f:1.2|. Procedure details: To a solution of the title compound of Example 6 Step A (49.0 mg, 0.091 mmol) in 1,4-dioxane (0.5 mL) was added a solution of LiOH (22.0 mg, 0.91 mmol) in H2O (0.5 mL), and the resultant mixture was stirred at 45° C. for 4 h. The mixture was allowed to cool to room temperature whereupon it was quenched by the addition of 2 N aq. HCl. The aqueous phase was extracted with EtOAc, and the organic phase was dried over Na2SO4 and concentrated in vacuo. To the crude carboxylic acid obtained above were ... The reactants are C(C)(C)(C)OC(=O)N1N=C(C2=CC=CC=C12)CC1C(N(C2=C(N(C1=O)CC(=O)N(C1=CC=C(C=C1)OC)C(C)C)C=CC=C2)C2=CC=NC=C2)=O (2-[3-(1-tert-butoxycarbonyl-1H-indazol-3-ylmethyl)-2,4-dioxo-5-pyridin-4-yl-2,3,4,5-tetrahydrobenzo[b][1,4]diazepin-1-yl]-N-isopropyl-N-(4-methoxy-phenyl) acetamide), Intermediate 76, solution, Cl (HCl). Solvent: O1CCOCC1 (dioxane). Reaction conditions: time 8 hour. The product is N1N=C(C2=CC=CC=C12)CC1C(N(C2=C(N(C1=O)CC(=O)N(C1=CC=C(C=C1)OC)C(C)C)C=CC=C2)C2=CC=NC=C2)=O (2-[3-(1H-Indazol-3-ylmethyl)-2,4-dioxo-5-pyridin-4-yl-2,3,4,5-tetrahydro-benzo[b][1,4]diazepin-1-yl]-N-isopropyl-N-(4-methoxy-phenyl)-acetamide). The yield is 50.1%. As a reaction SMILES: C(OC([N:8]1[C:16]2[C:11](=[CH:12][CH:13]=[CH:14][CH:15]=2)[C:10]([CH2:17][CH:18]2[C:24](=[O:25])[N:23]([CH2:26][C:27]([N:29]([CH:38]([CH3:40])[CH3:39])[C:30]3[CH:35]=[CH:34][C:33]([O:36][CH3:37])=[CH:32][CH:31]=3)=[O:28])[C:22]3[CH:41]=[CH:42][CH:43]=[CH:44][C:21]=3[N:20]([C:45]3[CH:50]=[CH:49][N:48]=[CH:47][CH:46]=3)[C:19]2=[O:51])=[N:9]1)=O)(C)(C)C.Cl>O1CCOCC1>[NH:8]1[C:16]2[C:11](=[CH:12][CH:13]=[CH:14][CH:15]=2)[C:10]([CH2:17][CH:18]2[C:24](=[O:25])[N:23]([CH2:26][C:27]([N:29]([CH:38]([CH3:40])[CH3:39])[C:30]3[CH:35]=[CH:34][C:33]([O:36][CH3:37])=[CH:32][CH:31]=3)=[O:28])[C:22]3[CH:41]=[CH:42][CH:43]=[CH:44][C:21]=3[N:20]([C:45]3[CH:50]=[CH:49][N:48]=[CH:47][CH:46]=3)[C:19]2=[O:51])=[N:9]1. Procedure: To 487 mg (0.83 mmol) of 2-[3-(1-tert-butoxycarbonyl-1H-indazol-3-ylmethyl)-2,4-dioxo-5-pyridin-4-yl-2,3,4,5-tetrahydrobenzo[b][1,4]diazepin-1-yl]-N-isopropyl-N-(4-methoxy-phenyl) acetamide, prepared as in Intermediate 76, is added 8 mL of a 4N solution of HCl in dioxane. The reaction is stirred overnight at RT. The reaction is concentrated, then purified by silica gel flash column chromatography (gradient 3:1-4:1 ethyl acetate:hexanes) to afford 245 mg of the title compound as an oil. This oil ... The reactants are COCC(=O)N(C(C#C)C)C1=C(SC=C1C)C (2-methoxy-N-(2,4-dimethylthien-3-yl)-N-(1-butin-3-yl)acetamide), C=O (paraformaldehyde), C(C)(C)NC(C)C (diisopropylamine), cuprous bromide. The solvent is O1CCOCC1 (dioxan). Yields the product COCC(=O)N(C(C=C=C)C)C1=C(SC=C1C)C (2-Methoxy-N-(2,4-dimethylthien-3-yl)-N-(1,2-pentadien-4-yl)-acetamide). As a reaction SMILES: [CH3:1][O:2][CH2:3][C:4]([N:6]([C:11]1[C:15]([CH3:16])=[CH:14][S:13][C:12]=1[CH3:17])[CH:7]([CH3:10])[C:8]#[CH:9])=[O:5].C=O.[CH:20](NC(C)C)(C)C>O1CCOCC1>[CH3:1][O:2][CH2:3][C:4]([N:6]([C:11]1[C:15]([CH3:16])=[CH:14][S:13][C:12]=1[CH3:17])[CH:7]([CH3:10])[CH:8]=[C:9]=[CH2:20])=[O:5]. Procedure details: To a solution of 10.0 g (0.04 mol) 2-methoxy-N-(2,4-dimethylthien-3-yl)-N-(1-butin-3-yl)acetamide in 80 ml dioxan are added 1.92 g (0.064 mol) paraformaldehyde, 4.85 g (0.048 mol) diisopropylamine and 1.89 g cuprous bromide and the mixture heated to reflux for 6 hours. The mixture is cooled to room temperature, filtered, evaporated in vacuo, the residue partitioned between ethylacetate and 1 M aqueous citric acid solution, the organic phase separated, washed subsequently with a saturated aqueous... Starting materials: CI (Methyl iodide), BrC1=CSC2=CN=CC=C21 (3-bromothieno[2,3-c]pyridine), C(C)(C)[N-]C(C)C.[Li+] (lithium diisopropylamide), C1CCCCC1 (cyclohexane), [NH4+].[Cl-] (NH4Cl). The solvent is C1CCOC1 (THF). Reaction conditions: temperature -78 celsius, time 15 minute. Yields the product BrC1=C(SC2=CN=CC=C21)C (3-bromo-2-methylthieno[2,3-c]pyridine). Yield: 67.0%. As a reaction SMILES: [Br:1][C:2]1[C:10]2[C:5](=[CH:6][N:7]=[CH:8][CH:9]=2)[S:4][CH:3]=1.[CH:11]([N-]C(C)C)(C)C.[Li+].C1CCCCC1.CI.[NH4+].[Cl-]>C1COCC1>[Br:1][C:2]1[C:10]2[C:5](=[CH:6][N:7]=[CH:8][CH:9]=2)[S:4][C:3]=1[CH3:11] |f:1.2,5.6|. Procedure: To a cooled (−78° C.) solution of 3-bromothieno[2,3-c]pyridine (250 mg, 1.17 mmol) in THF (10 mL) was added 1.5 M lithium diisopropylamide in cyclohexane (0.86 mL, 1.28 mmol) and the mixture stirred at −78° C. for 15 min. Methyl iodide (80 μL, 1.28 mmol) was added at −78° C. The mixture was stirred from −78° C. to room temperature and stayed at room temperature for 30 min. Saturated aqueous NH4Cl solution was added and the mixture extracted with DCM. The organic layer was washed with brine and d...